From a dataset of the Open Reaction Database (ORD), a public repository of structured organic reaction records. describe an organic reaction: reactants, conditions, products, and yield Starting materials: Cc1ccccc1, [Na+], [OH-], Cc1ccc(S(=O)(=O)Cl)cc1, c1cnc2[nH]ccc2c1. Product: Cc1ccc(S(=O)(=O)n2ccc3cccnc32)cc1. RXN SMILES: [CH3:23][c:24]1[cH:25][cH:26][cH:27][cH:28][cH:29]1.[Na+:22].[OH-:21].[c:10]1([CH3:20])[cH:11][cH:12][c:13]([S:16](=[O:17])(=[O:18])[Cl:19])[cH:14][cH:15]1.[nH:1]1[cH:2][cH:3][c:4]2[cH:5][cH:6][cH:7][n:8][c:9]12>>[n:1]1([S:16]([c:13]2[cH:12][cH:11][c:10]([CH3:20])[cH:15][cH:14]2)(=[O:17])=[O:18])[cH:2][cH:3][c:4]2[cH:5][cH:6][cH:7][n:8][c:9]12. The reactants are FC(S(=O)(=O)OC1=C(C=C(C=C1)C(=O)OC)NC(=O)OCC1=CC=CC=C1)(F)F (2-benzyloxycarbonylamino-4-methoxycarbonylphenyl trifluoromethanesulfonate), C(#CCCC)[Sn](CCCC)(CCCC)CCCC (1-pentynyl(tributyl)stannane), [Cl-].[Li+] (lithium chloride). Reagents/catalysts: C=1C=CC(=CC1)[P](C=2C=CC=CC2)(C=3C=CC=CC3)[Pd]([P](C=4C=CC=CC4)(C=5C=CC=CC5)C=6C=CC=CC6)([P](C=7C=CC=CC7)(C=8C=CC=CC8)C=9C=CC=CC9)[P](C=1C=CC=CC1)(C=1C=CC=CC1)C=1C=CC=CC1 (tetrakis(triphenylphosphine)palladium). The solvent is O1CCOCC1 (dioxane). Reaction conditions: temperature 100 celsius. Product: C(C1=CC=CC=C1)OC(=O)NC=1C=C(C(=O)OC)C=CC1C#CCCC (methyl 3-benzyloxycarbonylamino-4-(1-pentynyl)benzoate). Yield: 65.4%. As a reaction SMILES: FC(F)(F)S(O[C:7]1[CH:12]=[CH:11][C:10]([C:13]([O:15][CH3:16])=[O:14])=[CH:9][C:8]=1[NH:17][C:18]([O:20][CH2:21][C:22]1[CH:27]=[CH:26][CH:25]=[CH:24][CH:23]=1)=[O:19])(=O)=O.[C:30]([Sn](CCCC)(CCCC)CCCC)#[C:31][CH2:32][CH2:33][CH3:34].[Cl-].[Li+]>O1CCOCC1.C1C=CC([P]([Pd]([P](C2C=CC=CC=2)(C2C=CC=CC=2)C2C=CC=CC=2)([P](C2C=CC=CC=2)(C2C=CC=CC=2)C2C=CC=CC=2)[P](C2C=CC=CC=2)(C2C=CC=CC=2)C2C=CC=CC=2)(C2C=CC=CC=2)C2C=CC=CC=2)=CC=1>[CH2:21]([O:20][C:18]([NH:17][C:8]1[CH:9]=[C:10]([CH:11]=[CH:12][C:7]=1[C:30]#[C:31][CH2:32][CH2:33][CH3:34])[C:13]([O:15][CH3:16])=[O:14])=[O:19])[C:22]1[CH:27]=[CH:26][CH:25]=[CH:24][CH:23]=1 |f:2.3,^1:59,61,80,99|. Procedure: A mixture of 2-benzyloxycarbonylamino-4-methoxycarbonylphenyl trifluoromethanesulfonate (1.01 g), 1-pentynyl(tributyl)stannane (1.02 g), lithium chloride (0.29 g) and tetrakis(triphenylphosphine)palladium (80 mg) in dioxane (24 ml) was heated at 100° C. for 2 hours. The solvent was evaporated in vacuo and the residue was chromatographed on silica gel eluting with a mixture of hexane and ethyl acetate (4:1) to give methyl 3-benzyloxycarbonylamino-4-(1-pentynyl)benzoate (536 mg) as colorless cryst... Starting materials: solid, BrC1=CC(=CC=2C=C3N(C12)CCCNC3=O)C#N (7-bromo-1-oxo-2,3,4,5-tetrahydro-[1,4]diazepino[1,2-a]indole-9-carbonitrile), BrC1=CC(=CC=2C=C3N(C12)CCCNC3=O)C#N (7-bromo-1-oxo-2,3,4,5-tetrahydro-[1,4]diazepino[1,2-a]indole-9-carbonitrile), FC1=NC=CC(=C1)B(O)O (2-fluoro-pyridin-4-ylboronic acid). The product is FC1=NC=CC(=C1)C1=CC(=CC=2C=C3N(C12)CCCNC3=O)C#N (7-(2-Fluoropyridin-4-yl)-1-oxo-2,3,4,5-tetrahydro-[1,4]diazepino[1,2-a]indole-9-carbonitrile). Reaction SMILES: Br[C:2]1[C:10]2[N:9]3[CH2:11][CH2:12][CH2:13][NH:14][C:15](=[O:16])[C:8]3=[CH:7][C:6]=2[CH:5]=[C:4]([C:17]#[N:18])[CH:3]=1.[F:19][C:20]1[CH:25]=[C:24](B(O)O)[CH:23]=[CH:22][N:21]=1>>[F:19][C:20]1[CH:25]=[C:24]([C:2]2[C:10]3[N:9]4[CH2:11][CH2:12][CH2:13][NH:14][C:15](=[O:16])[C:8]4=[CH:7][C:6]=3[CH:5]=[C:4]([C:17]#[N:18])[CH:3]=2)[CH:23]=[CH:22][N:21]=1. Reported procedure: The title compound, white solid (51 mg, 64%), MS (ISP) m/z=321.4 [(M+H)+], mp 275° C., was prepared in accordance with the general method of example 1 from 7-bromo-1-oxo-2,3,4,5-tetrahydro-[1,4]diazepino[1,2-a]indole-9-carbonitrile (intermediate 20) (76.0 mg, 0.25 mmol) and commercially available 2-fluoro-pyridin-4-ylboronic acid (45.8 mg, 0.325 mmol). The reactants are CC#N, Nc1ccc2ccc(Oc3ccccc3)nc2n1, O, O=C(O)c1ccoc1. Product: O=C(Nc1ccc2ccc(Oc3ccccc3)nc2n1)c1ccoc1. Reaction SMILES: [CH3:27][C:28]#[N:29].[NH2:9][c:10]1[n:11][c:12]2[n:13][c:14]([O:20][c:21]3[cH:22][cH:23][cH:24][cH:25][cH:26]3)[cH:15][cH:16][c:17]2[cH:18][cH:19]1.[OH2:30].[o:1]1[cH:2][c:3]([C:6](=[O:7])[OH:8])[cH:4][cH:5]1>>[o:1]1[cH:2][c:3]([C:6](=[O:8])[NH:9][c:10]2[n:11][c:12]3[n:13][c:14]([O:20][c:21]4[cH:22][cH:23][cH:24][cH:25][cH:26]4)[cH:15][cH:16][c:17]3[cH:18][cH:19]2)[cH:4][cH:5]1. Starting materials: [OH-].[Na+] (sodium hydroxide), S(O)(O)(=O)=O (sulfuric acid), NC1=N[C@]2(CO[C@H](C[C@H]2CS1)CO)C1=C(C=CC=C1)F ([(4aR,6R,8aS)-2-amino-8a-(2-fluorophenyl)-4,4a,5,6,8,8a-hexahydro-7-oxa-3-thia-1-azanaphthalen-6-yl]methanol), [N+](=O)(O)[O-] (nitric acid). Solvent: C(=O)(C(F)(F)F)O (TFA). Reaction conditions: time 1 hour. Product: NC1=N[C@]2(CO[C@H](C[C@H]2CS1)CO)C1=C(C=CC(=C1)[N+](=O)[O-])F ([(4aR,6R,8aS)-2-amino-8a-(2-fluoro-5-nitrophenyl)-4,4a,5,6,8,8a-hexahydro-7-oxa-3-thia-1-azanaphthalen-6-yl]methanol). RXN SMILES: S(=O)(=O)(O)O.[NH2:6][C:7]1[S:16][CH2:15][C@H:14]2[C@:9]([C:19]3[CH:24]=[CH:23][CH:22]=[CH:21][C:20]=3[F:25])([CH2:10][O:11][C@@H:12]([CH2:17][OH:18])[CH2:13]2)[N:8]=1.[N+:26]([O-])([OH:28])=[O:27].[OH-].[Na+]>C(O)(C(F)(F)F)=O>[NH2:6][C:7]1[S:16][CH2:15][C@H:14]2[C@:9]([C:19]3[CH:24]=[C:23]([N+:26]([O-:28])=[O:27])[CH:22]=[CH:21][C:20]=3[F:25])([CH2:10][O:11][C@@H:12]([CH2:17][OH:18])[CH2:13]2)[N:8]=1 |f:3.4|. Procedure: Concentrated sulfuric acid (2.5 ml) was added dropwise to a solution of [(4aR,6R,8aS)-2-amino-8a-(2-fluorophenyl)-4,4a,5,6,8,8a-hexahydro-7-oxa-3-thia-1-azanaphthalen-6-yl]methanol (700 mg) in TFA (5 ml) in an ice bath. Then, fuming nitric acid (specific gravity: 1.52, 103 μl) was added dropwise at the same temperature, followed by stirring for one hour. The reaction mixture was poured into ice and made basic with a 5 N sodium hydroxide solution, followed by stirring at room temperature for two ...